Dataset: the Open Reaction Database (ORD), a public repository of structured organic reaction records. Task: describe an organic reaction: reactants, conditions, products, and yield Run at temperature 60 celsius. Reaction SMILES: [C:1]1([N:7]2[C:11](=O)[CH2+:10]=[CH:9][S:8]2)[CH:6]=[CH:5][CH:4]=[CH:3][CH:2]=1.P(Cl)(Cl)([Cl:15])=O>CCOCC>[Cl-:15].[C:1]1([N+:7]2[S:8][CH:9]=[CH:10][C:11]=2[Cl:15])[CH:6]=[CH:5][CH:4]=[CH:3][CH:2]=1 |f:3.4|. Reactants: C1(=CC=CC=C1)N1SC=[CH2+]C1=O (2-Phenyl-4-isothiazolium-3-one), P(=O)(Cl)(Cl)Cl (phosphorous oxychloride). Procedure details: 2-Phenyl-4-isothiazolium-3-one (J. Het. Chem., 8, 571 (1971) (1 g.) is stirred at room temperature with phosphorous oxychloride (3-5 ml.); the progress of the reaction was monitored by TLC for disappearance of starting material. The reaction can be speeded up by warming to 60° C. Ether is added to precipitate a white gum. The residue was flushed once more with ether and decanted. The material is used as such in the next step. Solvent: CCOCC (Ether). Yields the product [Cl-].C1(=CC=CC=C1)[N+]=1SC=CC1Cl (2-Phenyl-3-chloroisothiazolium Chloride).